Dataset: the Open Reaction Database (ORD), a public repository of structured organic reaction records. Task: describe an organic reaction: reactants, conditions, products, and yield Starting materials: CN[C@@H]1C[C@H]2O[C@@](C)([C@@H]1OC)n1c3ccccc3c3c4c(c5c6ccccc6n2c5c31)C(=O)NC4 (staurosporine), FC(F)(F)CCC=O. The reagents and catalysts are CC(C)[O-].CC(C)[O-].CC(C)[O-].CC(C)[O-].[Ti+4] (Ti(OiPr)4), CC(=O)O (acetic acid), CC(=O)O[BH-](OC(C)=O)OC(C)=O.[Na+] (Sodium triacetoxyborohydride). Run in CN1CCCC1=O (NMP), CN1CCCC1=O (NMP), CN1CCCC1=O (NMP), CN1CCCC1=O (NMP), CN1CCCC1=O (NMP), CN1CCCC1=O (NMP), CN1CCCC1=O (NMP). Reaction conditions: temperature 22 celsius, time 18 hour. Yields the product CO[C@@H]1[C@@H](C[C@H]2O[C@]1(C)n3c4ccccc4c5c6CNC(=O)c6c7c8ccccc8n2c7c35)N(C)CCCC(F)(F)F, CN[C@@H]1C[C@H]2O[C@@](C)([C@@H]1OC)n1c3ccccc3c3c4c(c5c6ccccc6n2c5c31)C(=O)NC4 (Staurosporine), FC(F)(F)CCC=O. The solvent is CN(C=O)C (dimethylformamide). Yield: 84.8%. Yields the product C(CCC)C1NC(C(=N1)I)(C=O)CC1=CC=C(C2=CC=CC=C12)C(=O)OC (Methyl 4-[(2-n-Butyl-5-formyl-4-iodo-1H-imidazol-5-yl)methyl]-1-napthalene carboxylate). Reaction SMILES: C(=O)([O-])[O-].[K+].[K+].[CH2:7]([C:11]1[NH:12][C:13]([CH:17]=[O:18])=[C:14]([I:16])[N:15]=1)[CH2:8][CH2:9][CH3:10].Br[CH2:20][C:21]1[C:30]2[C:25](=[CH:26][CH:27]=[CH:28][CH:29]=2)[C:24]([C:31]([O:33][CH3:34])=[O:32])=[CH:23][CH:22]=1.O>CN(C)C=O>[CH2:7]([CH:11]1[N:15]=[C:14]([I:16])[C:13]([CH2:20][C:21]2[C:30]3[C:25](=[CH:26][CH:27]=[CH:28][CH:29]=3)[C:24]([C:31]([O:33][CH3:34])=[O:32])=[CH:23][CH:22]=2)([CH:17]=[O:18])[NH:12]1)[CH2:8][CH2:9][CH3:10] |f:0.1.2|. Procedure details: A suspension of 29.53 g (0.214 mol) of powdered potassium carbonate, 60.00 g (0.214 mol) of 2-butyl-4-iodoimidazole-5-carboxaldehyde, and 65.68 g (0.235 mol) of methyl 4-bromomethylnaphthalene-1-carboxylate (E. A. Dixon, A. Fischer, and F. P. Robinson, Can. J. Chem. 59, 2629 (1981)) in 600 ml of dimethylformamide was stirred for 5 hours under argon at 70° C. An additional 6.56 g (0.0235 mol) of the bromomethyl ester was added and the suspension was stirred an additional 15 hours at 70° C. The mi... Reactants: C([O-])([O-])=O.[K+].[K+] (potassium carbonate), C(CCC)C=1NC(=C(N1)I)C=O (2-butyl-4-iodoimidazole-5-carboxaldehyde), BrCC1=CC=C(C2=CC=CC=C12)C(=O)OC (methyl 4-bromomethylnaphthalene-1-carboxylate), bromomethyl ester, O (water). Reaction conditions: temperature 70 celsius, time 15 hour.